From a dataset of the Open Reaction Database (ORD), a public repository of structured organic reaction records. describe an organic reaction: reactants, conditions, products, and yield Run in CO (methanol), CO (methanol). Run at time 10 minute. Product: CC1=C(C(=CC=C1)C1=CC=CC=C1)C(N)=NO (Methylbiphenyl-2-carboxamidoxime), product. Isolated yield 96.0%. Procedure details: To a solution of hydroxylamine hydrochloride (17.9 g) in dimethyl sulfoxide (120 ml) was added a methanol solution of sodium methoxide prepared from metallic sodium (5.92 g) and anhydrous methanol (50 ml). The mixture was stirred for 10 minutes at room temperature, to which was added 2'-cyano-4-methylbiphenyl (10 g) The reaction mixture was stirred for 5 hours at 100° C. The reaction mixture was partitioned between ethyl acetate and water. The aqueous layer was extracted with ethyl acetate. Orga... Reactants: [Na] (sodium), C(#N)C1=C(C=CC=C1)C1=CC=C(C=C1)C (2'-cyano-4-methylbiphenyl), Cl.NO (hydroxylamine hydrochloride), C[O-].[Na+] (sodium methoxide), CS(=O)C (dimethyl sulfoxide). As a reaction SMILES: Cl.[NH2:2][OH:3].C[O-].[Na+].[Na].[C:8]([C:10]1[CH:15]=[CH:14][CH:13]=[CH:12][C:11]=1[C:16]1[CH:21]=[CH:20][C:19](C)=[CH:18][CH:17]=1)#[N:9].[CH3:23]S(C)=O>CO>[CH3:23][C:15]1[CH:14]=[CH:13][CH:12]=[C:11]([C:16]2[CH:17]=[CH:18][CH:19]=[CH:20][CH:21]=2)[C:10]=1[C:8](=[N:2][OH:3])[NH2:9] |f:0.1,2.3,^1:6|. Starting materials: O=C([O-])O, Cc1cccc(C(=O)N(C(=O)c2cccc(C)c2)c2nc3ccccc3c(NCc3ccccc3)c2C#N)c1, CC(=O)O, CC#N, [Na+]. Product: Cc1cccc(C(=O)Nc2nc3ccccc3c(NCc3ccccc3)c2C#N)c1. RXN SMILES: [C:44](=[O:45])([O-:46])[OH:47].[CH3:1][c:2]1[cH:3][c:4]([C:5](=[O:6])[N:7]([c:8]2[n:9][c:10]3[cH:11][cH:12][cH:13][cH:14][c:15]3[c:16]([NH:20][CH2:21][c:22]3[cH:23][cH:24][cH:25][cH:26][cH:27]3)[c:17]2[C:18]#[N:19])[C:28](=[O:29])[c:30]2[cH:31][cH:32][cH:33][c:34]([CH3:35])[cH:36]2)[cH:37][cH:38][cH:39]1.[CH3:40][C:41](=[O:42])[OH:43].[CH3:49][C:50]#[N:51].[Na+:48]>>[CH3:1][c:2]1[cH:3][c:4]([C:5](=[O:6])[NH:7][c:8]2[n:9][c:10]3[cH:11][cH:12][cH:13][cH:14][c:15]3[c:16]([NH:20][CH2:21][c:22]3[cH:23][cH:24][cH:25][cH:26][cH:27]3)[c:17]2[C:18]#[N:19])[cH:37][cH:38][cH:39]1. Starting materials: C(C)(C)N1CCC(CC1)OS(=O)(=O)C (methanesulfonic acid 1-isopropyl-piperidin-4-yl ester), OC1=CC=C(C=C1)C1(CCOCC1)C#N (4-(4-Hydroxy-phenyl)-tetrahydro-pyran-4-carbonitrile), [H-].[Na+] (NaH). Solvent: CN(C)C=O (DMF), CC(C)(C)OC (TBME), O (water), [OH-].[Na+] (NaOH), CN(C)C=O (DMF), CN(C)C=O (DMF). Run at temperature 75 celsius, time 1 hour. The product is C(C)(C)N1CCC(CC1)OC1=CC=C(C=C1)C1(CCOCC1)C#N (4-[4-(1-Isopropylpiperidin-4-yloxy)phenyl]tetrahydropyran-4-carbonitrile). Isolated yield 19.5%. As a reaction SMILES: [OH:1][C:2]1[CH:7]=[CH:6][C:5]([C:8]2([C:14]#[N:15])[CH2:13][CH2:12][O:11][CH2:10][CH2:9]2)=[CH:4][CH:3]=1.[H-].[Na+].[CH:18]([N:21]1[CH2:26][CH2:25][CH:24](OS(C)(=O)=O)[CH2:23][CH2:22]1)([CH3:20])[CH3:19]>CN(C=O)C.CC(OC)(C)C.O.[OH-].[Na+]>[CH:18]([N:21]1[CH2:26][CH2:25][CH:24]([O:1][C:2]2[CH:7]=[CH:6][C:5]([C:8]3([C:14]#[N:15])[CH2:13][CH2:12][O:11][CH2:10][CH2:9]3)=[CH:4][CH:3]=2)[CH2:23][CH2:22]1)([CH3:20])[CH3:19] |f:1.2,7.8|. Reported procedure: 4-(4-Hydroxy-phenyl)-tetrahydro-pyran-4-carbonitrile (459 mg, 2.26 mmol) in DMF (2 ml) was added to a solution of NaH (100 mg, 2.5 mmol) in DMF (2 ml) at room temperature under N2. The reaction was stirred for 1 hr and a solution of methanesulfonic acid 1-isopropyl-piperidin-4-yl ester (400 mg, 1.81 mmol) in DMF (1.3 ml) was slowly added. The reaction was heated to 75° C. and stirred for 6 hrs. The reaction was allowed to cool to room temperature and diluted with TBME (20 ml), water (10 ml) and ... The reactants are C1(CCC(N1)=O)=O (succinimide), CC=1C(=C(C(=O)OC)C=CC1)C(C(C)(C)C)=O (methyl 3-methyl-2-(2,2-dimethylpropanoyl)benzoate), BrN1C(CCC1=O)=O (N-bromosuccinimide), C(C1=CC=CC=C1)(=O)OOC(C1=CC=CC=C1)=O (benzoylperoxide). Solvent: C(Cl)(Cl)(Cl)Cl (carbon tetrachloride). Yields the product BrCC=1C(=C(C(=O)OC)C=CC1)C(C(C)(C)C)=O (Methyl 3-bromomethyl-2-(2,2-dimethylpropanoyl)benzoate). RXN SMILES: [CH3:1][C:2]1[C:3]([C:12](=[O:17])[C:13]([CH3:16])([CH3:15])[CH3:14])=[C:4]([CH:9]=[CH:10][CH:11]=1)[C:5]([O:7][CH3:8])=[O:6].[Br:18]N1C(=O)CCC1=O.C(OOC(=O)C1C=CC=CC=1)(=O)C1C=CC=CC=1.C1(=O)NC(=O)CC1>C(Cl)(Cl)(Cl)Cl>[Br:18][CH2:1][C:2]1[C:3]([C:12](=[O:17])[C:13]([CH3:14])([CH3:16])[CH3:15])=[C:4]([CH:9]=[CH:10][CH:11]=1)[C:5]([O:7][CH3:8])=[O:6]. Reported procedure: A mixture of methyl 3-methyl-2-(2,2-dimethylpropanoyl)benzoate, N-bromosuccinimide and benzoylperoxide in of anhydrous carbon tetrachloride is stirred at reflux for about 1.5 hours. After cooling to room temperature the formed succinimide is collected by suction and washed with cold carbon tetrachloride. The mother liquors are evaporated to dryness in vacuo and the residue is rinsed with diethyl ether and collected by suction filtration to provide the title compound. Reaction SMILES: [C:1]([CH3:2])([CH3:3])([CH3:4])[CH:5]([CH:6]=[C:7]([C:8]([CH3:9])([CH3:10])[CH3:11])[CH3:12])[NH:13][NH:14][C:15](=[O:16])[c:17]1[c:18]([CH2:27][CH3:28])[c:19]2[c:20]([cH:25][cH:26]1)[O:21][CH2:22][CH2:23][O:24]2.[CH3:29][O:30][c:31]1[cH:32][c:33]([C:34](=[O:35])[Cl:36])[cH:37][c:38]([O:41][CH3:42])[c:39]1[CH3:40].[Cl:49][CH2:50][Cl:51].[K+:43].[K+:44].[O-:45][C:46]([O-:47])=[O:48]>>[C:1]([CH3:2])([CH3:3])([CH3:4])[CH:5]([CH:6]=[C:7]([C:8]([CH3:9])([CH3:10])[CH3:11])[CH3:12])[N:13]([NH:14][C:15](=[O:16])[c:17]1[c:18]([CH2:27][CH3:28])[c:19]2[c:20]([cH:25][cH:26]1)[O:21][CH2:22][CH2:23][O:24]2)[C:34]([c:33]1[cH:32][c:31]([O:30][CH3:29])[c:39]([CH3:40])[c:38]([O:41][CH3:42])[cH:37]1)=[O:35]. Starting materials: CCc1c(C(=O)NNC(C=C(C)C(C)(C)C)C(C)(C)C)ccc2c1OCCO2, COc1cc(C(=O)Cl)cc(OC)c1C, ClCCl, [K+], [K+], O=C([O-])[O-]. Yields the product CCc1c(C(=O)NN(C(=O)c2cc(OC)c(C)c(OC)c2)C(C=C(C)C(C)(C)C)C(C)(C)C)ccc2c1OCCO2. Procedure: Ethyl 5-(4-methoxyphenyl)-2-(3-nitrophenyl)imidazole-4-carboxylate (13.3 g), ethyl alcohol (266 ml) and 1M aqueous sodium hydroxide solution (127 ml) were reacted and treated in the same manner as in Starting Material Synthetic Example 2 to give 5-(4-methoxyphenyl)-2-(3-nitrophenyl)imidazole-4-carboxyic acid (9.5 g), melting point 234-235° C. Starting materials: COC1=CC=C(C=C1)C1=C(N=C(N1)C1=CC(=CC=C1)[N+](=O)[O-])C(=O)OCC (Ethyl 5-(4-methoxyphenyl)-2-(3-nitrophenyl)imidazole-4-carboxylate), [OH-].[Na+] (sodium hydroxide). The solvent is C(C)O (ethyl alcohol). As a reaction SMILES: [CH3:1][O:2][C:3]1[CH:8]=[CH:7][C:6]([C:9]2[NH:13][C:12]([C:14]3[CH:19]=[CH:18][CH:17]=[C:16]([N+:20]([O-:22])=[O:21])[CH:15]=3)=[N:11][C:10]=2[C:23]([O:25]CC)=[O:24])=[CH:5][CH:4]=1.[OH-].[Na+]>C(O)C>[CH3:1][O:2][C:3]1[CH:8]=[CH:7][C:6]([C:9]2[NH:13][C:12]([C:14]3[CH:19]=[CH:18][CH:17]=[C:16]([N+:20]([O-:22])=[O:21])[CH:15]=3)=[N:11][C:10]=2[C:23]([OH:25])=[O:24])=[CH:5][CH:4]=1 |f:1.2|. Yield: 77.3%. Yields the product COC1=CC=C(C=C1)C1=C(N=C(N1)C1=CC(=CC=C1)[N+](=O)[O-])C(=O)O (5-(4-methoxyphenyl)-2-(3-nitrophenyl)imidazole-4-carboxyic acid). Starting materials: C=CC1CCN(C(=O)OC(C)(C)C)C1, C[Re](=O)(=O)=O, OO, N#Cc1cccnc1. Yields the product CC(C)(C)OC(=O)N1CCC(C2CO2)C1. Reaction SMILES: [C:1]([CH3:2])([CH3:3])([CH3:4])[O:5][C:6](=[O:7])[N:8]1[CH2:9][CH:10]([CH:13]=[CH2:14])[CH2:11][CH2:12]1.[CH3:25][Re:26](=[O:27])(=[O:28])=[O:29].[OH:23][OH:24].[n:15]1[cH:16][cH:17][cH:18][c:19]([C:20]#[N:21])[cH:22]1>>[C:1]([CH3:2])([CH3:3])([CH3:4])[O:5][C:6](=[O:7])[N:8]1[CH2:9][CH:10]([CH:13]2[CH2:14][O:23]2)[CH2:11][CH2:12]1. Reactants: BrC1=NC=C(C=N1)Br (2,5-dibromopyrimidine), C(C1=CC=CC=C1)OC1=CC=C(C=C1)B(O)O (4-benzoxyphenylboronic acid), C([O-])([O-])=O.[Na+].[Na+] (sodium carbonate). Reagents/catalysts: [Pd] (Pd). Solvent: C1(=CC=CC=C1)C (toluene), C(C)O (ethanol), O (water). Product: BrC=1C=NC(=NC1)C1=CC=C(C=C1)OCC1=CC=CC=C1 (5-bromo-2-[4-(benzoxy)phenyl]pyrimidine). Reaction SMILES: Br[C:2]1[N:7]=[CH:6][C:5]([Br:8])=[CH:4][N:3]=1.[CH2:9]([O:16][C:17]1[CH:22]=[CH:21][C:20](B(O)O)=[CH:19][CH:18]=1)[C:10]1[CH:15]=[CH:14][CH:13]=[CH:12][CH:11]=1.C(=O)([O-])[O-].[Na+].[Na+]>C1(C)C=CC=CC=1.C(O)C.O.[Pd]>[Br:8][C:5]1[CH:4]=[N:3][C:2]([C:20]2[CH:21]=[CH:22][C:17]([O:16][CH2:9][C:10]3[CH:15]=[CH:14][CH:13]=[CH:12][CH:11]=3)=[CH:18][CH:19]=2)=[N:7][CH:6]=1 |f:2.3.4|. Procedure details: A solution of 104 g of 2,5-dibromopyrimidine, 100 g of 4-benzoxyphenylboronic acid, 4.75 g of Pd (10% on activated charcoal), 4.5 g of triphenylphosphene and 93 g of sodium carbonate in 1 l of toluene, 0.5 l of ethanol and 0.3 l of water is heated at 80° C. for 24 hours. After filtration, the organic phase is separated off and evaporated to dryness in vacuo. The residue is recrystallized from acetonitrile: 83 g of solids of melting point 153°-155° C.